This data is from the Open Reaction Database (ORD), a public repository of structured organic reaction records. The task is: describe an organic reaction: reactants, conditions, products, and yield Starting materials: Cl (hydrochloric acid), Cl.CC1(CC=2C(=C(C=3CCN(C3C2C)C=O)C)O1)CN1CCC(CC1)C1=CC=CC=C1 (3,5,6,7-Tetrahydro-2,4,8-trimethyl-2-[(4-phenylpiperidino)methyl]-2H-furo[2,3-f]indole-5-carbaldehyde hydrochloride), [OH-].[Na+] (sodium hydroxide). Run in CO (methanol). Reaction conditions: temperature 60 celsius, time 1 hour. The product is CC1(CC=2C(=C(C=3CCNC3C2C)C)O1)CN1CCC(CC1)C1=CC=CC=C1 (3,5,6,7-Tetrahydro-2,4,8-trimethyl-2-[(4-phenylpiperidino)methyl]-2H-furo[2,3-f]indole). Yield: 77.0%. RXN SMILES: Cl.[CH3:2][C:3]1([CH2:19][N:20]2[CH2:25][CH2:24][CH:23]([C:26]3[CH:31]=[CH:30][CH:29]=[CH:28][CH:27]=3)[CH2:22][CH2:21]2)[O:18][C:6]2=[C:7]([CH3:17])[C:8]3[CH2:9][CH2:10][N:11](C=O)[C:12]=3[C:13]([CH3:14])=[C:5]2[CH2:4]1.Cl.[OH-].[Na+]>CO>[CH3:2][C:3]1([CH2:19][N:20]2[CH2:25][CH2:24][CH:23]([C:26]3[CH:31]=[CH:30][CH:29]=[CH:28][CH:27]=3)[CH2:22][CH2:21]2)[O:18][C:6]2=[C:7]([CH3:17])[C:8]3[CH2:9][CH2:10][NH:11][C:12]=3[C:13]([CH3:14])=[C:5]2[CH2:4]1 |f:0.1,3.4|. Reported procedure: 3,5,6,7-Tetrahydro-2,4,8-trimethyl-2-[(4-phenylpiperidino)methyl]-2H-furo[2,3-f]indole-5-carbaldehyde hydrochloride (309 mg, 0.7 mmol) was dissolved in methanol (5 ml). To the solution was added concentrated hydrochloric acid (1 ml) and stirred for 1 hour at 60° C. under argon atmosphere. The reaction mixture was cooled to room temperature, made weakly basic with 12N sodium hydroxide, and extracted with ethyl acetate. The extract was washed with saturated brine and dried over sodium sulfate, and... The product is CC(=O)OCC1OC(Oc2n[nH]c(C(C)C)c2Cc2ccc(OCCCN(C(C)(C)C(N)=O)S(=O)(=O)c3ccccc3[N+](=O)[O-])cc2C)C(OC(C)=O)C(OC(C)=O)C1OC(C)=O. RXN SMILES: [C:1]([CH3:2])(=[O:3])[O:4][CH:5]1[CH:6]([O:24][c:25]2[n:26][nH:27][c:28]([CH:43]([CH3:44])[CH3:45])[c:29]2[CH2:30][c:31]2[c:32]([CH3:42])[cH:33][c:34]([O:37][CH2:38][CH2:39][CH2:40][OH:41])[cH:35][cH:36]2)[O:7][CH:8]([CH2:19][O:20][C:21]([CH3:22])=[O:23])[CH:9]([O:15][C:16]([CH3:17])=[O:18])[CH:10]1[O:11][C:12]([CH3:13])=[O:14].[CH3:46][C:47]([C:48](=[O:49])[NH2:50])([CH3:51])[NH:52][S:53](=[O:54])(=[O:55])[c:56]1[c:57]([N+:62](=[O:63])[O-:64])[cH:58][cH:59][cH:60][cH:61]1.[O:84]=[C:85]([O:86][CH2:87][CH3:88])[N:89]=[N:90][C:91]([O:92][CH2:93][CH3:94])=[O:95].[O:96]1[CH2:97][CH2:98][CH2:99][CH2:100]1.[c:65]1([P:66]([c:67]2[cH:68][cH:69][cH:70][cH:71][cH:72]2)[c:73]2[cH:74][cH:75][cH:76][cH:77][cH:78]2)[cH:79][cH:80][cH:81][cH:82][cH:83]1>>[C:1]([CH3:2])(=[O:3])[O:4][CH:5]1[CH:6]([O:24][c:25]2[n:26][nH:27][c:28]([CH:43]([CH3:44])[CH3:45])[c:29]2[CH2:30][c:31]2[c:32]([CH3:42])[cH:33][c:34]([O:37][CH2:38][CH2:39][CH2:40][N:52]([C:47]([CH3:46])([C:48](=[O:49])[NH2:50])[CH3:51])[S:53](=[O:54])(=[O:55])[c:56]3[c:57]([N+:62](=[O:63])[O-:64])[cH:58][cH:59][cH:60][cH:61]3)[cH:35][cH:36]2)[O:7][CH:8]([CH2:19][O:20][C:21]([CH3:22])=[O:23])[CH:9]([O:15][C:16]([CH3:17])=[O:18])[CH:10]1[O:11][C:12]([CH3:13])=[O:14]. The reactants are CC(=O)OCC1OC(Oc2n[nH]c(C(C)C)c2Cc2ccc(OCCCO)cc2C)C(OC(C)=O)C(OC(C)=O)C1OC(C)=O, CC(C)(NS(=O)(=O)c1ccccc1[N+](=O)[O-])C(N)=O, CCOC(=O)N=NC(=O)OCC, C1CCOC1, c1ccc(P(c2ccccc2)c2ccccc2)cc1.